describe an organic reaction: reactants, conditions, products, and yield From a dataset of the Open Reaction Database (ORD), a public repository of structured organic reaction records. The reagents and catalysts are [Pd] (palladium on charcoal). Reaction SMILES: C(OC([NH:11][C@H:12]1[CH2:26][C@H:25]2[C@@H:15]([CH2:16][C:17]3[C:27]4[C:20](=[CH:21][CH:22]=[CH:23][C:24]2=4)[NH:19][CH:18]=3)[N:14]([CH2:28][CH2:29][CH3:30])[CH2:13]1)=O)C1C=CC=CC=1.[H][H]>[Pd].C(O)C>[NH2:11][C@H:12]1[CH2:26][C@H:25]2[C@@H:15]([CH2:16][C:17]3[C:27]4[C:20](=[CH:21][CH:22]=[CH:23][C:24]2=4)[NH:19][CH:18]=3)[N:14]([CH2:28][CH2:29][CH3:30])[CH2:13]1. Product: N[C@@H]1CN([C@@H]2CC3=CNC4=CC=CC([C@H]2C1)=C34)CCC (8α-amino-6-n-propylergoline). Reported procedure: 12 g (ca 30 mM) of 8α-benzyloxycarbonylamino)-6-n-propylergoline obtained from step (d) and 1.5 g palladium on charcoal (10% by weight) in 500 ml ethanol are hydrogenated at normal pressure until hydrogen uptake ceases. The mixture is filtered and concentrated. This resultant heading compound is crystallised from methanol. Reactants: C(C1=CC=CC=C1)OC(=O)N[C@@H]1CN([C@@H]2CC3=CNC4=CC=CC([C@H]2C1)=C34)CCC (8α-benzyloxycarbonylamino-6-n-propylergoline), [H][H] (hydrogen). Solvent: C(C)O (ethanol). Starting materials: CO, CC(=O)OCc1ccnc(C)c1, [NH4+], [OH-]. Reaction SMILES: [CH3:15][OH:16].[CH3:1][c:2]1[n:3][cH:4][cH:5][c:6]([CH2:8][O:9][C:10](=[O:11])[CH3:12])[cH:7]1.[NH4+:13].[OH-:14]>>[CH3:1][c:2]1[n:3][cH:4][cH:5][c:6]([CH2:8][OH:9])[cH:7]1. Product: Cc1cc(CO)ccn1. Starting materials: CO, COC(=O)C(F)(CCC(F)(F)C(F)(F)F)S(=O)(=O)CCC(F)(F)F, N. The product is NC(=O)C(F)(CCC(F)(F)C(F)(F)F)S(=O)(=O)CCC(F)(F)F. As a reaction SMILES: [CH3:26][OH:27].[F:1][C:2]([C:3](=[O:4])[O:5][CH3:6])([CH2:7][CH2:8][C:9]([C:10]([F:11])([F:12])[F:13])([F:14])[F:15])[S:16](=[O:17])(=[O:18])[CH2:19][CH2:20][C:21]([F:22])([F:23])[F:24].[NH3:25]>>[F:1][C:2]([C:3](=[O:4])[NH2:25])([CH2:7][CH2:8][C:9]([C:10]([F:11])([F:12])[F:13])([F:14])[F:15])[S:16](=[O:17])(=[O:18])[CH2:19][CH2:20][C:21]([F:22])([F:23])[F:24]. The reactants are ClCC[C@H](O)C1=CC=CC=C1 ((S)-α-(2-Chloroethyl)benzenemethanol), ClC1=CC(=C(C#N)C=C1)O (4-chloro-2-hydroxybenzonitrile), C1(=CC=CC=C1)P(C1=CC=CC=C1)C1=CC=CC=C1 (triphenylphosphine), N(=NC(=O)OCC)C(=O)OCC (diethyl azodicarboxylate). The solvent is O1CCCC1 (tetrahydrofuran). Yield: 71.9%. Reaction SMILES: [Cl:1][CH2:2][CH2:3][C@@H:4]([C:6]1[CH:11]=[CH:10][CH:9]=[CH:8][CH:7]=1)[OH:5].[Cl:12][C:13]1[CH:20]=[CH:19][C:16]([C:17]#[N:18])=[C:15](O)[CH:14]=1.C1(P(C2C=CC=CC=2)C2C=CC=CC=2)C=CC=CC=1.N(C(OCC)=O)=NC(OCC)=O>O1CCCC1>[Cl:12][C:13]1[CH:20]=[CH:19][C:16]([C:17]#[N:18])=[C:15]([O:5][C@@H:4]([C:6]2[CH:11]=[CH:10][CH:9]=[CH:8][CH:7]=2)[CH2:3][CH2:2][Cl:1])[CH:14]=1. Run at time 3 day. Procedure: (S)-α-(2-Chloroethyl)benzenemethanol (170 mg, 1.0 mmol), 4-chloro-2-hydroxybenzonitrile (154 mg, 1.0 mmol.) and triphenylphosphine (260 mg, 1.0 mmol.) in dry tetrahydrofuran (5 ml) were stirred in an ice bath under nitrogen whilst diethyl azodicarboxylate (0.16 ml, 1.0 mmol.) was added. The reaction mixture was allowed to warn to room temperature and stirred for 3 days. The solvent was evaporated and the residue dissolved in toluene, added to the top of a flash chromatography column and eluted w... Yields the product ClC1=CC(=C(C#N)C=C1)O[C@H](CCCl)C1=CC=CC=C1 (4-Chloro-2-{[(1R)-3-chloro-1-phenylpropyl]oxy}benzonitrile).